Dataset: the Open Reaction Database (ORD), a public repository of structured organic reaction records. Task: describe an organic reaction: reactants, conditions, products, and yield Reactants: CCCC[N+](CCCC)(CCCC)CCCC, N#Cc1ncccc1F, CN(C)C=O, [OH-], c1nnn[nH]1. Product: N#Cc1ncccc1-n1cnnn1. Reaction SMILES: [CH2:7]([N+:8]([CH2:9][CH2:10][CH2:11][CH3:12])([CH2:13][CH2:14][CH2:15][CH3:16])[CH2:17][CH2:18][CH2:19][CH3:20])[CH2:21][CH2:22][CH3:23].[F:24][c:25]1[c:26]([C:31]#[N:32])[n:27][cH:28][cH:29][cH:30]1.[O:33]=[CH:34][N:35]([CH3:36])[CH3:37].[OH-:6].[nH:1]1[n:2][n:3][n:4][cH:5]1>>[n:1]1(-[c:25]2[c:26]([C:31]#[N:32])[n:27][cH:28][cH:29][cH:30]2)[n:2][n:3][n:4][cH:5]1. The reactants are Cn1ccccc1=S, ClCSc1nc2ccccc2[nH]1. The product is C[n+]1ccccc1SCSc1nc2ccccc2[nH]1, [Cl-]. Reaction SMILES: [CH3:13][n:14]1[c:15](=[S:20])[cH:16][cH:17][cH:18][cH:19]1.[Cl:1][CH2:2][S:3][c:4]1[nH:5][c:6]2[c:7]([n:8]1)[cH:9][cH:10][cH:11][cH:12]2>>[CH2:2]([S:3][c:4]1[nH:5][c:6]2[c:7]([n:8]1)[cH:9][cH:10][cH:11][cH:12]2)[S:20][c:15]1[n+:14]([CH3:13])[cH:19][cH:18][cH:17][cH:16]1.[Cl-:1]. Yields the product CC(C)(C)OC(=O)CN1CCCCC1CO. Reaction SMILES: [C:1]([CH3:2])([CH3:3])([CH3:4])[O:5][C:6]([CH2:7][Br:8])=[O:9].[CH:18]([N:19]([CH:20]([CH3:21])[CH3:22])[CH2:23][CH3:24])([CH3:25])[CH3:26].[NH:10]1[CH:11]([CH2:16][OH:17])[CH2:12][CH2:13][CH2:14][CH2:15]1.[O:27]=[CH:28][N:29]([CH3:30])[CH3:31]>>[C:1]([CH3:2])([CH3:3])([CH3:4])[O:5][C:6]([CH2:7][N:10]1[CH:11]([CH2:16][OH:17])[CH2:12][CH2:13][CH2:14][CH2:15]1)=[O:9]. Starting materials: CC(C)(C)OC(=O)CBr, CCN(C(C)C)C(C)C, OCC1CCCCN1, CN(C)C=O. The reactants are C(C)(C)(C)OC(=O)N1CC(CC1)OC1=C(C=C2C(C(=CN(C2=C1OC)C1CC1)C(=O)O)=O)F (7-(1-t-butoxycarbonyl-3-pyrrolidinyloxy)-1-cyclopropyl-6-fluoro-8-methoxy-1,4-dihydro-4-oxoquinoline-3-carboxylic acid), Cl (hydrochloric acid), resultant solution. Solvent: C(C)(=O)O (acetic acid). The product is Cl.N1CC(CC1)OC1=C(C=C2C(C(=CN(C2=C1OC)C1CC1)C(=O)O)=O)F (7-(3-Pyrrolidinyloxy)-1-cyclopropyl-6-fluoro-8-methoxy-1,4--dihydro-4-oxoquinoline-3-carboxylic acid hydrochloride). Reaction SMILES: C(OC([N:8]1[CH2:12][CH2:11][CH:10]([O:13][C:14]2[C:23]([O:24][CH3:25])=[C:22]3[C:17]([C:18](=[O:32])[C:19]([C:29]([OH:31])=[O:30])=[CH:20][N:21]3[CH:26]3[CH2:28][CH2:27]3)=[CH:16][C:15]=2[F:33])[CH2:9]1)=O)(C)(C)C.[ClH:34]>C(O)(=O)C>[ClH:34].[NH:8]1[CH2:12][CH2:11][CH:10]([O:13][C:14]2[C:23]([O:24][CH3:25])=[C:22]3[C:17]([C:18](=[O:32])[C:19]([C:29]([OH:31])=[O:30])=[CH:20][N:21]3[CH:26]3[CH2:28][CH2:27]3)=[CH:16][C:15]=2[F:33])[CH2:9]1 |f:3.4|. Reported procedure: The whole amount of the 7-(1-t-butoxycarbonyl-3-pyrrolidinyloxy)-1-cyclopropyl-6-fluoro-8-methoxy-1,4-dihydro-4-oxoquinoline-3-carboxylic acid obtained above was dissolved in a mixture which consisted of 1.25 ml of concentrated hydrochloric acid and 5 ml of acetic acid. The resultant solution was heated under reflux for 1 hour. The reaction mixture was concentrated to dryness under reduced pressure. The residue thus obtained was recrystallized from ethanol, whereby 120 mg of the title compound w... Starting materials: OC=1C2=C(N(C(C1C(=O)OCC)=O)CC(C)C)SC=C2 (ethyl 6,7-dihydro-4-hydroxy-7-isobutyl-6-oxothieno[2,3-b]pyridine-5-carboxylate), N1(CCCCC1)CCCN (3-(piperidin-1-yl)propan-1-amine). Run in C1(=CC=CC=C1)C (toluene). Reaction conditions: temperature 100 celsius. Yields the product OC=1C2=C(N(C(C1C(=O)NCCCN1CCCCC1)=O)CC(C)C)SC=C2 (6,7-dihydro-4-hydroxy-7-isobutyl-6-oxo-N-(3-(piperidin-1-yl)propyl)thieno[2,3-b]pyridine-5-carboxamide). Yield: 82.6%. Reaction SMILES: [OH:1][C:2]1[C:3]2[CH:20]=[CH:19][S:18][C:4]=2[N:5]([CH2:14][CH:15]([CH3:17])[CH3:16])[C:6](=[O:13])[C:7]=1[C:8]([O:10]CC)=O.[N:21]1([CH2:27][CH2:28][CH2:29][NH2:30])[CH2:26][CH2:25][CH2:24][CH2:23][CH2:22]1>C1(C)C=CC=CC=1>[OH:1][C:2]1[C:3]2[CH:20]=[CH:19][S:18][C:4]=2[N:5]([CH2:14][CH:15]([CH3:16])[CH3:17])[C:6](=[O:13])[C:7]=1[C:8]([NH:30][CH2:29][CH2:28][CH2:27][N:21]1[CH2:26][CH2:25][CH2:24][CH2:23][CH2:22]1)=[O:10]. Reported procedure: A mixture of ethyl 6,7-dihydro-4-hydroxy-7-isobutyl-6-oxothieno[2,3-b]pyridine-5-carboxylate (0.1 g, 0.34 mmol), 3-(piperidin-1-yl)propan-1-amine (96 mg, 0.68 mmol) and toluene (15 mL) was heated at 100° C. for 2 h and cooled to room temperature. Solvent was removed under reduced pressure; the residue was purified on a silica gel flash chromatography column eluted with 3% methanol-dichloromethane to afford the title compound as a colorless oil (0.11 g, 83% yield). 1H NMR (400 MHz, CDCl3): δ 10.2... The reactants are ClC=1C=C(C=O)C=CC1S(=O)(=O)C (3-chloro-4-methanesulfonyl-benzaldehyde), N1=CC(=CC=C1)NC(=S)N (3-pyridylthiourea), CC=1N=C(SC1C1=CC=C(C=C1)SC)NC1=NC=CN=C1 ([4-Methyl-5-(4-methylsulfanyl-phenyl)-thiazol-2-yl]-pyrazin-2-yl-amine), CSC1=CC=C(C=O)C=C1 (4-methylsulfanyl-benzaldehyde). Yields the product ClC=1C=C(C=CC1S(=O)(=O)C)C1=C(N=C(S1)NC=1C=NC=CC1)C ([5-(3-Chloro-4-methanesulfonyl-phenyl)-4-methyl-thiazol-2-yl]-pyridin-3-yl-amine). RXN SMILES: [Cl:1][C:2]1[CH:3]=[C:4]([CH:7]=[CH:8][C:9]=1[S:10]([CH3:13])(=[O:12])=[O:11])[CH:5]=O.[N:14]1[CH:19]=[CH:18][CH:17]=[C:16]([NH:20][C:21]([NH2:23])=[S:22])[CH:15]=1.[CH3:24][C:25]1N=C(NC2C=NC=CN=2)SC=1C1C=CC(SC)=CC=1.CSC1C=CC(C=O)=CC=1>>[Cl:1][C:2]1[CH:3]=[C:4]([C:5]2[S:22][C:21]([NH:20][C:16]3[CH:15]=[N:14][CH:19]=[CH:18][CH:17]=3)=[N:23][C:24]=2[CH3:25])[CH:7]=[CH:8][C:9]=1[S:10]([CH3:13])(=[O:12])=[O:11]. Procedure: The title compound is prepared starting from 3-chloro-4-methanesulfonyl-benzaldehyde (prepared as described in WO 01/49660 A1) and 3-pyridylthiourea following an analogous sequence of reactions described for the preparation of [4-Methyl-5-(4-methylsulfanyl-phenyl)-thiazol-2-yl]-pyrazin-2-yl-amine (27c) from 4-methylsulfanyl-benzaldehyde. The reactants are C(CO)(=O)O (glycolic acid), Cl (hydrogen chloride), C(C1=CC=CC=C1)O (benzyl alcohol), ice water, CCOCC (ether). Conditions: temperature 0 celsius, time 4 hour. The product is C(CO)(=O)OCC1=CC=CC=C1 (benzyl glycolate). The yield is 77.0%. RXN SMILES: [C:1]([OH:5])(=[O:4])[CH2:2][OH:3].Cl.CCOCC.[CH2:12](O)[C:13]1[CH:18]=[CH:17][CH:16]=[CH:15][CH:14]=1>>[C:1]([O:5][CH2:12][C:13]1[CH:18]=[CH:17][CH:16]=[CH:15][CH:14]=1)(=[O:4])[CH2:2][OH:3]. Procedure: Into a solution of glycolic acid (35 gm, 46 mmol) in benzyl alcohol (200 mL) was bubbled anhydrous hydrogen chloride for 1 hr at 0° C. The reaction was then stirred for an additional 4 hrs at 0° C. before it was poured into a mixture of ice water and ether. The layers were separated and the aqueous layer was reextracted with ether. The ether layers were sequentially washed with sodium bicarbonate and brine, combined, dried over sodium sulfate and evaporated. Distillation of the residue at 103°-1... Reactants: C(C)(=O)C1=CC=C(C=C1)N1CCN(CC1)C1=CC=NC=C1 (1-(4-acetylphenyl)-4-(4-pyridyl)piperazine), C1(=CC=C(C=C1)C=O)C (4-tolualdehyde). Yields the product CC1=CC=C(C=C1)CCC(=O)C1=CC=C(C=C1)N1CCN(CC1)C1=CC=NC=C1 (1-[4-(4-methylphenylpropionyl)-phenyl]-4-(4-pyridyl)piperazine). Yield: 27.0%. RXN SMILES: [C:1]([C:4]1[CH:9]=[CH:8][C:7]([N:10]2[CH2:15][CH2:14][N:13]([C:16]3[CH:21]=[CH:20][N:19]=[CH:18][CH:17]=3)[CH2:12][CH2:11]2)=[CH:6][CH:5]=1)(=[O:3])[CH3:2].[C:22]1([CH3:30])[CH:27]=[CH:26][C:25]([CH:28]=O)=[CH:24][CH:23]=1>>[CH3:30][C:22]1[CH:27]=[CH:26][C:25]([CH2:28][CH2:2][C:1]([C:4]2[CH:5]=[CH:6][C:7]([N:10]3[CH2:11][CH2:12][N:13]([C:16]4[CH:21]=[CH:20][N:19]=[CH:18][CH:17]=4)[CH2:14][CH2:15]3)=[CH:8][CH:9]=2)=[O:3])=[CH:24][CH:23]=1. Reported procedure: Using an analogous procedure to that described in Example 39, but using as starting material 1-(4-acetylphenyl)-4-(4-pyridyl)piperazine in place of 1-(4-formylphenyl)-4-(4pyridyl)piperazine and 4-tolualdehyde in place of 4-methylacetophenone, was prepared 1-[4-(4-methylphenylpropionyl)-phenyl]-4-(4-pyridyl)piperazine (27% yield), m.p. 130-132° C.